Dataset: the Open Reaction Database (ORD), a public repository of structured organic reaction records. Task: describe an organic reaction: reactants, conditions, products, and yield The reactants are COc1cc2c(Nc3c(Cl)ccc4c3OCO4)ncnc2cc1OCc1ccccc1, Cl, Cl, O=C(O)C(F)(F)F. Product: COc1cc2c(Nc3c(Cl)ccc4c3OCO4)ncnc2cc1O. Reaction SMILES: [CH2:3]([c:4]1[cH:5][cH:6][cH:7][cH:8][cH:9]1)[O:10][c:11]1[c:12]([O:32][CH3:33])[cH:13][c:14]2[c:15]([NH:21][c:22]3[c:23]4[c:24]([cH:25][cH:26][c:27]3[Cl:28])[O:29][CH2:30][O:31]4)[n:16][cH:17][n:18][c:19]2[cH:20]1.[ClH:1].[ClH:2].[OH:34][C:35]([C:36]([F:37])([F:38])[F:39])=[O:40]>>[OH:10][c:11]1[c:12]([O:32][CH3:33])[cH:13][c:14]2[c:15]([NH:21][c:22]3[c:23]4[c:24]([cH:25][cH:26][c:27]3[Cl:28])[O:29][CH2:30][O:31]4)[n:16][cH:17][n:18][c:19]2[cH:20]1. The reactants are C1(CC1)COC=1C=C(C=CC1OC(F)F)O (3-cyclopropylmethoxy-4-difluoromethoxyphenyl alcohol), N1=CC=CC=C1 (pyridine), S(=O)(Cl)Cl (thionyl chloride), C(Cl)(Cl)Cl (chloroform). Product: C1(CC1)COC=1C=C(CCl)C=CC1OC(F)F (3-Cyclopropylmethoxy-4-difluoromethoxybenzyl chloride). As a reaction SMILES: [CH:1]1([CH2:4][O:5][C:6]2[CH:7]=[C:8](O)[CH:9]=[CH:10][C:11]=2[O:12][CH:13]([F:15])[F:14])[CH2:3][CH2:2]1.N1C=CC=CC=1.S(Cl)(Cl)=O.[CH:27](Cl)(Cl)[Cl:28]>>[CH:1]1([CH2:4][O:5][C:6]2[CH:7]=[C:8]([CH:9]=[CH:10][C:11]=2[O:12][CH:13]([F:15])[F:14])[CH2:27][Cl:28])[CH2:3][CH2:2]1. Procedure: A solution of crude 3-cyclopropylmethoxy-4-difluoromethoxyphenyl alcohol (24.4 g) and pyridine (9.8 mL, 120 mmol) in chloroform (150 mL) under an argon atmosphere was treated with thionyl chloride (8.0 mL, 110 mmol) and the mixture was heated at reflux for 1 h. The solvent was removed, ether was added and the precipitate was removed by filtration. The filtrate was concentrated to a pale yellow oil (26 g).